From a dataset of the Open Reaction Database (ORD), a public repository of structured organic reaction records. describe an organic reaction: reactants, conditions, products, and yield Starting materials: Fc1ccc(Br)cn1, [Li]CCCC, CCn1nccc1C(=O)N(C)OC, CC(C)NC(C)C, C1CCOC1. Yields the product CCn1nccc1C(=O)c1cc(Br)cnc1F. As a reaction SMILES: [Br:13][c:14]1[cH:15][cH:16][c:17]([F:20])[n:18][cH:19]1.[CH2:8]([Li:9])[CH2:10][CH2:11][CH3:12].[CH3:21][O:22][N:23]([C:24](=[O:25])[c:26]1[n:27]([CH2:31][CH3:32])[n:28][cH:29][cH:30]1)[CH3:33].[CH:1]([NH:2][CH:3]([CH3:4])[CH3:5])([CH3:6])[CH3:7].[O:34]1[CH2:35][CH2:36][CH2:37][CH2:38]1>>[Br:13][c:14]1[cH:15][c:16]([C:24](=[O:25])[c:26]2[n:27]([CH2:31][CH3:32])[n:28][cH:29][cH:30]2)[c:17]([F:20])[n:18][cH:19]1.